This data is from the Open Reaction Database (ORD), a public repository of structured organic reaction records. The task is: describe an organic reaction: reactants, conditions, products, and yield Reactants: COCCNC(=O)N1CC(CC(C1)C1=CC=C(C=C1)C(F)(F)F)C(=O)O (1-[(2-Methoxyethyl)carbamoyl]-5-[4-(trifluoromethyl)phenyl]piperidine-3-carboxylic acid), ON=C(C(C)C)N (N′-hydroxy-2-methylpropanimidamide). Yields the product COCCNC(=O)N1CC(CC(C1)C1=CC=C(C=C1)C(F)(F)F)C1=NC(=NO1)C(C)C (N-(2-Methoxyethyl)-3-[3-(propan-2-yl)-1,2,4-oxadiazol-5-yl]-5-[4-(trifluoromethyl)phenyl]-piperidine-1-carboxamide). Yield: 51.4%. RXN SMILES: [CH3:1][O:2][CH2:3][CH2:4][NH:5][C:6]([N:8]1[CH2:13][CH:12]([C:14]2[CH:19]=[CH:18][C:17]([C:20]([F:23])([F:22])[F:21])=[CH:16][CH:15]=2)[CH2:11][CH:10]([C:24](O)=[O:25])[CH2:9]1)=[O:7].O[N:28]=[C:29]([NH2:33])[CH:30]([CH3:32])[CH3:31]>>[CH3:1][O:2][CH2:3][CH2:4][NH:5][C:6]([N:8]1[CH2:13][CH:12]([C:14]2[CH:15]=[CH:16][C:17]([C:20]([F:23])([F:21])[F:22])=[CH:18][CH:19]=2)[CH2:11][CH:10]([C:24]2[O:25][N:33]=[C:29]([CH:30]([CH3:32])[CH3:31])[N:28]=2)[CH2:9]1)=[O:7]. Procedure details: 100 mg (0.267 mmol) of the compound from Example 105A and 51 mg (0.497 mmol) of N′-hydroxy-2-methylpropanimidamide were reacted according to the General Method 2. Diastereomer separation of 83 mg of the cis/trans isomer mixture according to Method 14C gave 60.5 mg of the title compound and 6.7 mg of the trans isomer. Starting materials: Fc1cnc(Cl)nc1Cl, c1ccc2[nH]ccc2c1. Product: Fc1cnc(Cl)nc1-c1c[nH]c2ccccc12. As a reaction SMILES: [Cl:1][c:2]1[n:3][cH:4][c:5]([F:9])[c:6]([Cl:8])[n:7]1.[cH:10]1[cH:11][cH:12][c:13]2[nH:14][cH:15][cH:16][c:17]2[cH:18]1>>[Cl:1][c:2]1[n:3][cH:4][c:5]([F:9])[c:6](-[c:16]2[cH:15][nH:14][c:13]3[cH:12][cH:11][cH:10][cH:18][c:17]32)[n:7]1. Starting materials: CC1=C(C=2C(C3=CC=CC=C3C(C2C=C1)=O)=O)[N+](=O)[O-] (2-methyl-1-nitroanthraquinone), C(C)N(CC)C(OC)OC (diethylaminodimethoxymethane). Solvent: C(C)N(C=O)CC (diethylformamide). The product is C(C)N(C=CC1=C(C=2C(C3=CC=CC=C3C(C2C=C1)=O)=O)[N+](=O)[O-])CC (2-(2'-diethylaminoethenyl)-1-nitroanthraquinone). RXN SMILES: [CH3:1][C:2]1[CH:15]=[CH:14][C:13]2[C:12](=[O:16])[C:11]3[C:6](=[CH:7][CH:8]=[CH:9][CH:10]=3)[C:5](=[O:17])[C:4]=2[C:3]=1[N+:18]([O-:20])=[O:19].[CH2:21]([N:23]([CH:26](OC)OC)[CH2:24][CH3:25])[CH3:22]>C(N(CC)C=O)C>[CH2:21]([N:23]([CH2:24][CH3:25])[CH:26]=[CH:1][C:2]1[CH:15]=[CH:14][C:13]2[C:12](=[O:16])[C:11]3[C:6](=[CH:7][CH:8]=[CH:9][CH:10]=3)[C:5](=[O:17])[C:4]=2[C:3]=1[N+:18]([O-:20])=[O:19])[CH3:22]. Procedure details: 42.0 g (0.16 mol) of 2-methyl-1-nitroanthraquinone (0.16 mol) and 46.2 g (0.32 mol) of diethylaminodimethoxymethane (0.32 mol) in 150 g of diethylformamide are refluxed for 7 hours. After all the volatiles have been distilled off, the residue is slurried in water and filtered with suction, and the filter residue is dried under reduced pressure. This gives 49.6 g (90.0%) of 2-(2'-diethylaminoethenyl)-1-nitroanthraquinone; melting point: 235°-241° C. (with decomposition). Starting materials: CCO, CC(=O)[O-], CC(C)c1ccc(OC2CCC(=O)CC2)cc1, Cl, NC(CS)C(=O)O, [Na+], O, O. RXN SMILES: [CH3:1][CH2:2][OH:3].[CH3:31][C:32](=[O:33])[O-:34].[CH:4]([CH3:5])([CH3:6])[c:7]1[cH:8][cH:9][c:10]([O:11][CH:12]2[CH2:13][CH2:14][C:15](=[O:18])[CH2:16][CH2:17]2)[cH:19][cH:20]1.[ClH:22].[NH2:23][CH:24]([CH2:25][SH:26])[C:27](=[O:28])[OH:29].[Na+:30].[OH2:21].[OH2:35]>>[CH:4]([CH3:5])([CH3:6])[c:7]1[cH:8][cH:9][c:10]([O:11][CH:12]2[CH2:13][CH2:14][C:15]3([CH2:16][CH2:17]2)[NH:23][CH:24]([C:27](=[O:28])[OH:29])[CH2:25][S:26]3)[cH:19][cH:20]1. The product is CC(C)c1ccc(OC2CCC3(CC2)NC(C(=O)O)CS3)cc1. Starting materials: FC(C#CC1(CCN(CC1)C(=O)OC(C)(C)C)O)F (tert-butyl 4-(3,3-difluoroprop-1-yn-1-yl)-4-hydroxypiperidine-1-carboxylate), sodium dihydro-bis-(2-methoxyethoxy)aluminate. Run in C1CCOC1 (THF). Conditions: temperature -78 celsius, time 5 hour. Product: FC(/C=C/C1(CCN(CC1)C(=O)OC(C)(C)C)O)F ((E)-tert-butyl 4-(3,3-difluoroprop-1-enyl)-4-hydroxypiperidine-1-carboxylate). Isolated yield 103.3%. As a reaction SMILES: [F:1][CH:2]([F:19])[C:3]#[C:4][C:5]1([OH:18])[CH2:10][CH2:9][N:8]([C:11]([O:13][C:14]([CH3:17])([CH3:16])[CH3:15])=[O:12])[CH2:7][CH2:6]1>C1COCC1>[F:19][CH:2]([F:1])/[CH:3]=[CH:4]/[C:5]1([OH:18])[CH2:10][CH2:9][N:8]([C:11]([O:13][C:14]([CH3:15])([CH3:16])[CH3:17])=[O:12])[CH2:7][CH2:6]1. Procedure details: To a solution of tert-butyl 4-(3,3-difluoroprop-1-yn-1-yl)-4-hydroxypiperidine-1-carboxylate (280 mg, 1.016 mmol) in 30 mL of anhydrous THF was added dropwise sodium dihydro-bis-(2-methoxyethoxy)aluminate (587 mg, 2.032 mmol, 70%) at −78° C. under N2. After the addition, the reaction mixture was stirred at −78° C. under N2 for 5 h. The reaction mixture was quenched by sat. NH4Cl aq., and the resulting mixture was extracted with EtOAc (50 mL, 30 mL). The combined organic phase was washed with bri... The reactants are C(C)(=O)O (acetic acid), C(C)(C)(C)OC(=O)N1[C@@H](CN([C@H](C1)CN1[C@@H](COCC1)C)CC1=CC=CC=C1)C ((2R,5S)-4-benzyl-2-methyl-5-((R)-3-methyl-morpholin-4-ylmethyl)-piperazine-1-carboxylic acid tert-butyl ester). The reagents and catalysts are [Pd] (Pd/C). Solvent: CCO (EtOH). Conditions: time 18 hour. Yields the product C(C)(C)(C)OC(=O)N1[C@@H](CN[C@H](C1)CN1[C@@H](COCC1)C)C ((2R,5S)-2-Methyl-5-((R)-3-methyl-morpholin-4-ylmethyl)-piperazine-1-carboxylic acid tert-butyl ester). The yield is 95.4%. Reaction SMILES: C(O)(=O)C.[C:5]([O:9][C:10]([N:12]1[CH2:17][C@H:16]([CH2:18][N:19]2[CH2:24][CH2:23][O:22][CH2:21][C@H:20]2[CH3:25])[N:15](CC2C=CC=CC=2)[CH2:14][C@H:13]1[CH3:33])=[O:11])([CH3:8])([CH3:7])[CH3:6]>CCO.[Pd]>[C:5]([O:9][C:10]([N:12]1[CH2:17][C@H:16]([CH2:18][N:19]2[CH2:24][CH2:23][O:22][CH2:21][C@H:20]2[CH3:25])[NH:15][CH2:14][C@H:13]1[CH3:33])=[O:11])([CH3:8])([CH3:6])[CH3:7]. Reported procedure: Pd/C (33 g) and acetic acid (220 mL) were added to a solution of (2R,5S)-4-benzyl-2-methyl-5-((R)-3-methyl-morpholin-4-ylmethyl)-piperazine-1-carboxylic acid tert-butyl ester (41.3 g, 102 mmol) in EtOH (300 mL). The mixture was stirred under H2 (1 atmosphere) at room temperature for 18 h. The reaction mixture was then filtered through a pad of Celilte to remove the catalyst and the solvent was removed in vacuo. The crude material was partitioned between saturated aqueous NaHCO3 and DCM and the p... Starting materials: CCOC(=O)c1ccc(-c2cc3cc(Cl)c(Cl)cc3[nH]2)c(OC)c1, CCO, [K+], [OH-]. Yields the product COc1cc(C(=O)O)ccc1-c1cc2cc(Cl)c(Cl)cc2[nH]1. As a reaction SMILES: [CH3:1][O:2][c:3]1[cH:4][c:5]([C:6](=[O:7])[O:8][CH2:9][CH3:10])[cH:11][cH:12][c:13]1-[c:14]1[nH:15][c:16]2[cH:17][c:18]([Cl:24])[c:19]([Cl:23])[cH:20][c:21]2[cH:22]1.[CH3:27][CH2:28][OH:29].[K+:26].[OH-:25]>>[CH3:1][O:2][c:3]1[cH:4][c:5]([C:6](=[O:7])[OH:8])[cH:11][cH:12][c:13]1-[c:14]1[nH:15][c:16]2[cH:17][c:18]([Cl:24])[c:19]([Cl:23])[cH:20][c:21]2[cH:22]1. Reactants: CC(C)P(=O)(COC(CO)COCc1ccccc1)C(C)C, Cc1ccc(S(=O)(=O)Cl)cc1, c1ccncc1. The product is Cc1ccc(S(=O)(=O)OCC(COCc2ccccc2)OCP(=O)(C(C)C)C(C)C)cc1. Reaction SMILES: [CH2:12]([c:13]1[cH:14][cH:15][cH:16][cH:17][cH:18]1)[O:19][CH2:20][CH:21]([O:22][CH2:23][P:24](=[O:25])([CH:26]([CH3:27])[CH3:28])[CH:29]([CH3:30])[CH3:31])[CH2:32][OH:33].[c:1]1([CH3:11])[cH:2][cH:3][c:4]([S:7](=[O:8])(=[O:9])[Cl:10])[cH:5][cH:6]1.[cH:34]1[cH:35][cH:36][n:37][cH:38][cH:39]1>>[c:1]1([CH3:11])[cH:2][cH:3][c:4]([S:7](=[O:8])(=[O:9])[O:33][CH2:32][CH:21]([CH2:20][O:19][CH2:12][c:13]2[cH:14][cH:15][cH:16][cH:17][cH:18]2)[O:22][CH2:23][P:24](=[O:25])([CH:26]([CH3:27])[CH3:28])[CH:29]([CH3:30])[CH3:31])[cH:5][cH:6]1. Starting materials: COC1=C(NC=C1)\C=C\1/C(NC2=CC=C(C(=C12)C1=CC=CC=C1)[N+](=O)[O-])=O ((Z)-1,3-dihydro-3-[(3-methoxy-1H-pyrrol-2-yl)methylene]-5-nitro-4-phenyl-2H-indol-2-one), [Cl-].[NH4+] (ammonium chloride). Reagents/catalysts: [Zn] (zinc). Solvent: CO (methanol), O (water). Product: NC=1C(=C2/C(/C(NC2=CC1)=O)=C/C=1NC=CC1OC)C1=CC=CC=C1 ((Z)-5-amino-1,3-dihydro-3-[(3-methoxy-1H-pyrrol-2-yl)methylene]-4-phenyl-2H-indol-2-one). The yield is 100.0%. Reaction SMILES: [CH3:1][O:2][C:3]1[CH:7]=[CH:6][NH:5][C:4]=1/[CH:8]=[C:9]1\[C:10](=[O:27])[NH:11][C:12]2[C:17]\1=[C:16]([C:18]1[CH:23]=[CH:22][CH:21]=[CH:20][CH:19]=1)[C:15]([N+:24]([O-])=O)=[CH:14][CH:13]=2.[Cl-].[NH4+]>O.CO.[Zn]>[NH2:24][C:15]1[C:16]([C:18]2[CH:23]=[CH:22][CH:21]=[CH:20][CH:19]=2)=[C:17]2[C:12](=[CH:13][CH:14]=1)[NH:11][C:10](=[O:27])/[C:9]/2=[CH:8]\[C:4]1[NH:5][CH:6]=[CH:7][C:3]=1[O:2][CH3:1] |f:1.2|. Procedure: Using Method L above, (Z)-1,3-dihydro-3-[(3-methoxy-1H-pyrrol-2-yl)methylene]-5-nitro-4-phenyl-2H-indol-2-one (30 mg, 0.08 mmol) (from Example 38 supra) was reduced with zinc (48.9 mg, 0.75 mmol) and ammonium chloride (9.4 mg, 0.18 mmol) in 10% water in methanol (10 mL) at reflux for 1 day to give (Z)-5-amino-1,3-dihydro-3-[(3-methoxy-1H-pyrrol-2-yl)methylene]-4-phenyl-2H-indol-2-one (yield: 26.5 mg, 100%). Starting materials: CCBr, O=C([O-])[O-], CCC(C)=O, C[Si](C)(C)c1cc2ccc(F)c(F)c2cc1O, [K+], [K+]. The product is CCOc1cc2c(F)c(F)ccc2cc1[Si](C)(C)C. RXN SMILES: [Br:18][CH2:19][CH3:20].[C:21](=[O:22])([O-:23])[O-:24].[CH3:27][C:28]([CH2:29][CH3:30])=[O:31].[F:1][c:2]1[cH:3][cH:4][c:5]2[cH:6][c:7]([Si:14]([CH3:15])([CH3:16])[CH3:17])[c:8]([OH:13])[cH:9][c:10]2[c:11]1[F:12].[K+:25].[K+:26]>>[F:1][c:2]1[cH:3][cH:4][c:5]2[cH:6][c:7]([Si:14]([CH3:15])([CH3:16])[CH3:17])[c:8]([O:13][CH2:19][CH3:20])[cH:9][c:10]2[c:11]1[F:12].